Task: describe an organic reaction: reactants, conditions, products, and yield. Dataset: the Open Reaction Database (ORD), a public repository of structured organic reaction records Reactants: C1CCOC1, COC(=O)CC(c1csc(N2CCC(O)CC2)n1)N1CCCN(c2c(OC)ccc3cccnc23)CC1, CO, [Na+], [OH-]. Yields the product COc1ccc2cccnc2c1N1CCCN(C(CC(=O)O)c2csc(N3CCC(O)CC3)n2)CC1. Reaction SMILES: [CH2:42]1[O:43][CH2:44][CH2:45][CH2:46]1.[CH3:1][O:2][C:3]([CH2:4][CH:5]([N:6]1[CH2:7][CH2:8][N:9]([c:13]2[c:14]([O:23][CH3:24])[cH:15][cH:16][c:17]3[cH:18][cH:19][cH:20][n:21][c:22]23)[CH2:10][CH2:11][CH2:12]1)[c:25]1[n:26][c:27]([N:30]2[CH2:31][CH2:32][CH:33]([OH:36])[CH2:34][CH2:35]2)[s:28][cH:29]1)=[O:37].[CH3:40][OH:41].[Na+:39].[OH-:38]>>[O:2]=[C:3]([CH2:4][CH:5]([N:6]1[CH2:7][CH2:8][N:9]([c:13]2[c:14]([O:23][CH3:24])[cH:15][cH:16][c:17]3[cH:18][cH:19][cH:20][n:21][c:22]23)[CH2:10][CH2:11][CH2:12]1)[c:25]1[n:26][c:27]([N:30]2[CH2:31][CH2:32][CH:33]([OH:36])[CH2:34][CH2:35]2)[s:28][cH:29]1)[OH:37]. The reactants are CC(C)(C)OC(=O)N1CCC(S(=O)(=O)c2ccc(Nc3ncc(N)cn3)cc2)CC1, CN1CCOCC1, COc1ccc(C(=O)Nc2ccc(Cl)c(C(=O)O)c2)cc1, COc1nc(Cl)nc(OC)n1, ClCCl. Yields the product COc1ccc(C(=O)Nc2ccc(Cl)c(C(=O)Nc3cnc(Nc4ccc(S(=O)(=O)C5CCN(C(=O)OC(C)(C)C)CC5)cc4)nc3)c2)cc1. Reaction SMILES: [C:40]([CH3:41])([CH3:42])([CH3:43])[O:44][C:45](=[O:46])[N:47]1[CH2:48][CH2:49][CH:50]([S:53](=[O:54])(=[O:55])[c:56]2[cH:57][cH:58][c:59]([NH:62][c:63]3[n:64][cH:65][c:66]([NH2:69])[cH:67][n:68]3)[cH:60][cH:61]2)[CH2:51][CH2:52]1.[CH3:33][N:34]1[CH2:35][CH2:36][O:37][CH2:38][CH2:39]1.[Cl:1][c:2]1[c:3]([C:4](=[O:5])[OH:6])[cH:7][c:8]([NH:11][C:12]([c:13]2[cH:14][cH:15][c:16]([O:19][CH3:20])[cH:17][cH:18]2)=[O:21])[cH:9][cH:10]1.[Cl:22][c:23]1[n:24][c:25]([O:26][CH3:27])[n:28][c:29]([O:30][CH3:31])[n:32]1.[Cl:70][CH2:71][Cl:72]>>[Cl:1][c:2]1[c:3]([C:4](=[O:6])[NH:69][c:66]2[cH:65][n:64][c:63]([NH:62][c:59]3[cH:58][cH:57][c:56]([S:53]([CH:50]4[CH2:49][CH2:48][N:47]([C:45]([O:44][C:40]([CH3:41])([CH3:42])[CH3:43])=[O:46])[CH2:52][CH2:51]4)(=[O:54])=[O:55])[cH:61][cH:60]3)[n:68][cH:67]2)[cH:7][c:8]([NH:11][C:12]([c:13]2[cH:14][cH:15][c:16]([O:19][CH3:20])[cH:17][cH:18]2)=[O:21])[cH:9][cH:10]1. Starting materials: N12CC3C(C(CC(C1)C3)C2)=O (1-azaadamantane-4-one), C[Si](C)(C)C#C (trimethylsilylacetylene), CCCCCC (hexane), C(CCC)[Li] (n-butyllithium). Solvent: O1CCCC1 (tetrahydrofuran), O1CCCC1 (tetrahydrofuran), CO (methanol). Conditions: time 30 minute. Product: C(#C)C1(C2CN3CC(CC1C3)C2)O (4-Ethynyl-1-azaadamantan-4-ol). As a reaction SMILES: C[Si]([C:5]#[CH:6])(C)C.CCCCCC.C([Li])CCC.[N:18]12[CH2:27][CH:22]3[CH2:23][CH:24]([CH2:26][CH:20]([C:21]3=[O:28])[CH2:19]1)[CH2:25]2>O1CCCC1.CO>[C:22]([C:21]1([OH:28])[CH:20]2[CH2:19][N:18]3[CH2:25][CH:24]([CH2:5][CH:6]1[CH2:27]3)[CH2:26]2)#[CH:23]. Procedure: To a solution of 0.2 ml of trimethylsilylacetylene in 2 ml of tetrahydrofuran was added dropwise 0.64 ml of a 1.56 mol hexane solution of n-butyllithium in a dry ice-acetone bath. After stirring for 30 minutes, a solution of 50 mg of 1-azaadamantane-4-one in 1 ml of tetrahydrofuran was added dropwise to the mixture. After further stirring for 30 minutes, 1 ml of methanol was added to the mixture and the temperature was elevated to room temperature. The solvent was removed and water was added to ...